From a dataset of the Open Reaction Database (ORD), a public repository of structured organic reaction records. describe an organic reaction: reactants, conditions, products, and yield Starting materials: BrC=1C(=NOC1N)C (4-bromo-3-methyl-5-amino-isoxazole), [H-].[Na+] (NaH), O(C)C=1C=C(CC2=C(C3=C(S2)C=CC=C3)S(=O)(=O)Cl)C=C(C1OC)OC (2-(3,4,5-trimethoxylbenzyl)-benzo[b]thiophene-3-sulfonyl chloride). Run in C1CCOC1 (THF). Product: BrC=1C(=NOC1NS(=O)(=O)C=1C2=C(SC1CC1=CC(=C(C(=C1)OC)OC)OC)C=CC=C2)C (N-(4-bromo-3-methyl-5-isoxazolyl)-2-(3,4,5-trimethoxybenzyl)benzo[b]thiophene-3-sulfonamide). As a reaction SMILES: [Br:1][C:2]1[C:3]([CH3:8])=[N:4][O:5][C:6]=1[NH2:7].[H-].[Na+].[O:11]([C:13]1[CH:14]=[C:15]([CH:30]=[C:31]([O:35][CH3:36])[C:32]=1[O:33][CH3:34])[CH2:16][C:17]1[S:21][C:20]2[CH:22]=[CH:23][CH:24]=[CH:25][C:19]=2[C:18]=1[S:26](Cl)(=[O:28])=[O:27])[CH3:12]>C1COCC1>[Br:1][C:2]1[C:3]([CH3:8])=[N:4][O:5][C:6]=1[NH:7][S:26]([C:18]1[C:19]2[CH:25]=[CH:24][CH:23]=[CH:22][C:20]=2[S:21][C:17]=1[CH2:16][C:15]1[CH:30]=[C:31]([O:35][CH3:36])[C:32]([O:33][CH3:34])=[C:13]([O:11][CH3:12])[CH:14]=1)(=[O:27])=[O:28] |f:1.2|. Procedure: N-(4-bromo-3-methyl-5-isoxazolyl)-2-(3,4,5-trimethoxybenzyl)benzo[b]thiophene-3-sulfonamide was prepared in the same manner as described in Example 41. Reaction of 4-bromo-3-methyl-5-amino-isoxazole (0.55 mmoles, 97 mg), NaH (1.4 mmoles, 55 mg), and 2-(3,4,5-trimethoxylbenzyl)-benzo[b]thiophene-3-sulfonyl chloride (0.66 mmoles, 0.27 g) in THF (2 ml) yielded, after flash chromatography using 50% ethyl acetate/haxanes and recrystallization from chloroform and hexanes, 94 mg of a tan solid, m.p. 15... Reactants: ClC(C(C=C(C)C)O)(Cl)Cl (1,1,1-trichloro-2-hydroxy-4-methyl-3-pentene), C(C)(=O)OC(C)=O (acetic anhydride), N1=CC=CC=C1 (pyridine). Run in CCCCCC (hexane). Product: ClC(C(C=C(C)C)OC(C)=O)(Cl)Cl (1,1,1-trichloro-2-acetoxy-4-methyl-3-pentene). Isolated yield 81.3%. As a reaction SMILES: [Cl:1][C:2]([Cl:10])([Cl:9])[CH:3]([OH:8])[CH:4]=[C:5]([CH3:7])[CH3:6].[C:11](OC(=O)C)(=[O:13])[CH3:12].N1C=CC=CC=1>CCCCCC>[Cl:1][C:2]([Cl:10])([Cl:9])[CH:3]([O:8][C:11](=[O:13])[CH3:12])[CH:4]=[C:5]([CH3:7])[CH3:6]. Reported procedure: A mixture of 53 g of 1,1,1-trichloro-2-hydroxy-4-methyl-3-pentene, 28 g of acetic anhydride, and 1.23 ml of pyridine was heated at 95°-100° for one hour. The reaction mixture was then dissolved in 500 ml of hexane. This solution was washed thrice with 150 ml portions of water and dried over anhydrous magnesium sulfate. After stripping the hexane, the residue was distilled under reduced pressure, yielding 52 g of 1,1,1-trichloro-2-acetoxy-4-methyl-3-pentene; bp 85°-90°/4-4.3 mm. An nmr spectrum o...